describe an organic reaction: reactants, conditions, products, and yield From a dataset of the Open Reaction Database (ORD), a public repository of structured organic reaction records. Reactants: COC1=C(C=C2CCC(C2=C1)=O)C (6-methoxy-5-methylindan-1-one), C[Si](C)(C)C#N (trimethylsilyl cyanide), [Cl-].[Al+3].[Cl-].[Cl-] (aluminum chloride), [I-].[Na+] (sodium iodide), C[Si](C)(C)Cl (trimethylsilyl chloride). Run in O (water), C(C)#N (acetonitrile), O (water), C1(=CC=CC=C1)C (toluene), CCCCCC (hexane). Conditions: time 72 hour. The product is COC1=C(C=C2CCCC(C2=C1)C#N)C (7-Methoxy-6-methyl-1,2,3,4-tetrahydronaphthalene-carbonitrile). The yield is 38.8%. RXN SMILES: [CH3:1][O:2][C:3]1[CH:11]=[C:10]2[C:6]([CH2:7][CH2:8][C:9]2=O)=[CH:5][C:4]=1[CH3:13].C[Si]([C:18]#[N:19])(C)C.[Cl-].[Al+3].[Cl-].[Cl-].[I-].[Na+].[CH3:26][Si](Cl)(C)C>C1(C)C=CC=CC=1.CCCCCC.C(#N)C.O>[CH3:1][O:2][C:3]1[CH:11]=[C:10]2[C:6]([CH2:26][CH2:7][CH2:8][CH:9]2[C:18]#[N:19])=[CH:5][C:4]=1[CH3:13] |f:2.3.4.5,6.7|. Procedure: A stirred solution of 0.6 gram (0.0032 mole) of 7-methoxy-6-methyl-2,3,4-trihydronaphthalen-1-one (ii), 2.2 mL (0.0170 mole) of trimethylsilyl cyanide, and a catalytic amount of aluminum chloride in 20 mL of toluene was warmed to 70° C. where it was maintained for about 18 hours. After this time, the reaction mixture was cooled and taken up in 100 mL of hexane and filtered through diatomaceous earth. The filtrate was concentrated under reduced pressure to a residual oil, which was an intermediat... The reactants are heptanes, ClC1=CC(=C(C=C1)C(C)=O)F (1-(4-chloro-2-fluorophenyl)ethanone), heptanes, S(=O)(=O)(Cl)Cl (sulfuryl chloride). Solvent: CO (methanol). Yields the product ClCC(=O)C1=C(C=C(C=C1)Cl)F (2-chloro-1-(4-chloro-2-fluorophenyl)ethanone). RXN SMILES: [Cl:1][C:2]1[CH:7]=[CH:6][C:5]([C:8](=[O:10])[CH3:9])=[C:4]([F:11])[CH:3]=1.S(Cl)([Cl:15])(=O)=O>CO>[Cl:15][CH2:9][C:8]([C:5]1[CH:6]=[CH:7][C:2]([Cl:1])=[CH:3][C:4]=1[F:11])=[O:10]. Reported procedure: Stir a mixture of heptanes (1.5 L), methanol (0.4 L), and 1-(4-chloro-2-fluorophenyl)ethanone (1 kg, 5.81 mol) with cooling to <5° C. Add sulfuryl chloride (0.608 L, 1.02 kg, 7.55 mol) as a heptanes (1.5 L) solution drop-wise to the mixture keeping the reaction temperature <15° C. during the addition. After 2 h quench the reaction at ambient temperature to a pH of 6 with sodium hydroxide (5N, 2.0 L). Extract the reaction mixture with methylene chloride (2 L) and concentrate the extract to form a... Starting materials: [Al+3], C1CCOC1, Cc1cccc(OC(C)(C)C(=O)O)c1C, [Cl-], [Cl-], [Cl-], O=C(Cl)C(=O)Cl, CN(C)C=O, O. The product is Cc1ccc2c(c1C)OC(C)(C)C2=O. Reaction SMILES: [Al+3:28].[CH2:31]1[O:32][CH2:33][CH2:34][CH2:35]1.[CH3:1][c:2]1[c:3]([O:4][C:5]([C:6](=[O:7])[OH:8])([CH3:9])[CH3:10])[cH:11][cH:12][cH:13][c:14]1[CH3:15].[Cl-:27].[Cl-:29].[Cl-:30].[Cl:21][C:22]([C:23]([Cl:24])=[O:25])=[O:26].[O:16]=[CH:17][N:18]([CH3:19])[CH3:20].[OH2:36]>>[CH3:1][c:2]1[c:3]2[c:11]([cH:12][cH:13][c:14]1[CH3:15])[C:6](=[O:8])[C:5]([CH3:9])([CH3:10])[O:4]2. Starting materials: C(C)(=O)OCC (Ethyl acetate), CC1=C(C(NC(=N1)CCC)=O)C1=CC=CC=C1 (6-methyl-5-phenyl-2-propylpyrimidin-4(3H)-one), BrCC1=CC=C(C=C1)C=1C(=CC=CC1)C#N (4′-(bromomethyl)biphenyl-2-carbonitrile), [H-].[Na+] (sodium hydride). The solvent is O (water), CN(C=O)C (N,N-dimethylformamide). Conditions: time 3 hour. Yields the product CC=1N=C(N(C(C1C1=CC=CC=C1)=O)CC1=CC=C(C=C1)C=1C(=CC=CC1)C#N)CCC (4′-[(4-methyl-6-oxo-5-phenyl-2-propylpyrimidin-1(6H)-yl)methyl]biphenyl-2-carbonitrile). As a reaction SMILES: [CH3:1][C:2]1[N:7]=[C:6]([CH2:8][CH2:9][CH3:10])[NH:5][C:4](=[O:11])[C:3]=1[C:12]1[CH:17]=[CH:16][CH:15]=[CH:14][CH:13]=1.Br[CH2:19][C:20]1[CH:25]=[CH:24][C:23]([C:26]2[C:27]([C:32]#[N:33])=[CH:28][CH:29]=[CH:30][CH:31]=2)=[CH:22][CH:21]=1.[H-].[Na+].C(OCC)(=O)C>CN(C)C=O.O>[CH3:1][C:2]1[N:7]=[C:6]([CH2:8][CH2:9][CH3:10])[N:5]([CH2:19][C:20]2[CH:21]=[CH:22][C:23]([C:26]3[C:27]([C:32]#[N:33])=[CH:28][CH:29]=[CH:30][CH:31]=3)=[CH:24][CH:25]=2)[C:4](=[O:11])[C:3]=1[C:12]1[CH:17]=[CH:16][CH:15]=[CH:14][CH:13]=1 |f:2.3|. Procedure: To a solution of 6-methyl-5-phenyl-2-propylpyrimidin-4(3H)-one (0.26 g) and 4′-(bromomethyl)biphenyl-2-carbonitrile (0.37 g) in N,N-dimethylformamide (6 mL) was added 60% sodium hydride (0.06 g), and the mixture was stirred at room temperature for 3 hr. Ethyl acetate and water were added, and the mixture was extracted with ethyl acetate. The organic layer was washed with saturated brine and dried over anhydrous magnesium sulfate. The solvent was evaporated and the residue was purified by silica ... Reactants: O=C(NC(=S)Nc1ccccc1-c1ccc(F)cc1)c1ccccc1, [Na+], [OH-], O. Product: NC(=S)Nc1ccccc1-c1ccc(F)cc1. As a reaction SMILES: [C:1](=[O:2])([c:3]1[cH:4][cH:5][cH:6][cH:7][cH:8]1)[NH:9][C:10](=[S:11])[NH:12][c:13]1[c:14](-[c:19]2[cH:20][cH:21][c:22]([F:25])[cH:23][cH:24]2)[cH:15][cH:16][cH:17][cH:18]1.[Na+:27].[OH-:26].[OH2:28]>>[NH2:9][C:10](=[S:11])[NH:12][c:13]1[c:14](-[c:19]2[cH:20][cH:21][c:22]([F:25])[cH:23][cH:24]2)[cH:15][cH:16][cH:17][cH:18]1. The reactants are CC(C)(C)[Si](OCC[C@H](NC(=O)OCC1=CC=CC=C1)C(=O)N[C@@H](COCC(OC)OC)C(=O)OC)(C)C (N-[O-[(1,1-dimethylethyl)dimethylsilyl]-N-[(phenylmethoxy)carbonyl]-L-homoseryl]-O-(2,2-dimethoxyethyl)-L-serine, methyl ester), O.C1(=CC=C(C=C1)S(=O)(=O)O)C (p-toluenesulfonic acid monohydrate). Solvent: CO (methanol). Reaction conditions: temperature 0 celsius, time 1.5 hour. The product is COC(COC[C@H](NC([C@@H](NC(=O)OCC1=CC=CC=C1)CCO)=O)C(=O)OC)OC (O-(2,2-Dimethoxyethyl)-N-[N-[(phenylmethoxy)carbonyl]-L-homoseryl]-L-serine, methyl ester). Isolated yield 89.8%. As a reaction SMILES: CC([Si](C)(C)[O:6][CH2:7][CH2:8][C@@H:9]([C:21]([NH:23][C@H:24]([C:33]([O:35][CH3:36])=[O:34])[CH2:25][O:26][CH2:27][CH:28]([O:31][CH3:32])[O:29][CH3:30])=[O:22])[NH:10][C:11]([O:13][CH2:14][C:15]1[CH:20]=[CH:19][CH:18]=[CH:17][CH:16]=1)=[O:12])(C)C.O.C1(C)C=CC(S(O)(=O)=O)=CC=1>CO>[CH3:32][O:31][CH:28]([O:29][CH3:30])[CH2:27][O:26][CH2:25][C@@H:24]([C:33]([O:35][CH3:36])=[O:34])[NH:23][C:21](=[O:22])[C@H:9]([CH2:8][CH2:7][OH:6])[NH:10][C:11]([O:13][CH2:14][C:15]1[CH:20]=[CH:19][CH:18]=[CH:17][CH:16]=1)=[O:12] |f:1.2|. Procedure details: A solution of N-[O-[(1,1-dimethylethyl)dimethylsilyl]-N-[(phenylmethoxy)carbonyl]-L-homoseryl]-O-(2,2-dimethoxyethyl)-L-serine, methyl ester [5.56 g, 10 mmol, prepared as described in Example 10(h)] in methanol (65 ml) was cooled to 0° C. (ice salt bath), treated with p-toluenesulfonic acid monohydrate (386 mg, 2.0 mmol) and stirred at 0° C. for 1.5 hours. The reaction was quenched with sodium bicarbonate solution (198 mg. in 20 ml water), stirred for 5 minutes then evaporated to remove the meth... Starting materials: ClC=1N=NC(=CC1NCCO)Cl (3,6-dichloro-4-(2-hydroxyethylamino)pyridazine), NN (hydrazine). Solvent: O (Water). Reaction conditions: time 20 hour. Product: OCCNC1=C(N=NC(=C1)Cl)NN (4-(2-hydroxyethylamino)-6-chloro-3-hydrazino pyridazine). Reaction SMILES: Cl[C:2]1[N:3]=[N:4][C:5]([Cl:12])=[CH:6][C:7]=1[NH:8][CH2:9][CH2:10][OH:11].[NH2:13][NH2:14]>O>[OH:11][CH2:10][CH2:9][NH:8][C:7]1[CH:6]=[C:5]([Cl:12])[N:4]=[N:3][C:2]=1[NH:13][NH2:14]. Procedure details: To 40 g of 3,6-dichloro-4-(2-hydroxyethylamino)pyridazine is added slowly with stirring 430 g of 97% hydrazine. The mixture is stirred for 20 hours and cooled. Water is added, and the precipitate, 4-(2-hydroxyethylamino)-6-chloro-3-hydrazino pyridazine (m.p. 168° to 172°C.), is collected by filtration Starting materials: COC(C1=C(C=CC=C1)C(=O)N1OC[C@@H](C1)O)=O (2-[(R)-4-Hydroxyisoxazolidine-2-carbonyl]benzoic acid methyl ester), C(C)(C)N(C(C)C)CC (N,N-diisopropylethylamine), CS(=O)(=O)Cl (methanesulfonyl chloride). Solvent: ClCCl (dichloromethane). Run at time 18 hour. Product: COC(C1=C(C=CC=C1)C(=O)N1OC[C@@H](C1)OS(=O)(=O)C)=O (2-[(R)-4-(Methanesulfonyloxy)isoxazolidine-2-carbonyl]benzoic acid methyl ester). Yield: 100.0%. Reaction SMILES: [CH3:1][O:2][C:3](=[O:18])[C:4]1[CH:9]=[CH:8][CH:7]=[CH:6][C:5]=1[C:10]([N:12]1[CH2:16][C@@H:15]([OH:17])[CH2:14][O:13]1)=[O:11].C(N(CC)C(C)C)(C)C.[CH3:28][S:29](Cl)(=[O:31])=[O:30]>ClCCl>[CH3:1][O:2][C:3](=[O:18])[C:4]1[CH:9]=[CH:8][CH:7]=[CH:6][C:5]=1[C:10]([N:12]1[CH2:16][C@@H:15]([O:17][S:29]([CH3:28])(=[O:31])=[O:30])[CH2:14][O:13]1)=[O:11]. Procedure: 2-[(R)-4-Hydroxyisoxazolidine-2-carbonyl]benzoic acid methyl ester (prepared by the method of Martin et al., Tetrahedron Lett., 2007, 47, 7635) (3.50 g, 14.0 mmol) was dissolved in dichloromethane (100 mL) and N,N-diisopropylethylamine (3.55 mL, 20.3 mmol), then methanesulfonyl chloride (1.40 mL, 18.5 mmol) was added and the mixture was stirred at room temperature for 18 hours. The mixture was washed with 0.1M HCl solution (100 mL), dried (Na2SO4) and concentrated in vacuo to give the title comp...